Dataset: the Open Reaction Database (ORD), a public repository of structured organic reaction records. Task: describe an organic reaction: reactants, conditions, products, and yield The reactants are C(=O)(O)[O-].[Na+] (NaHCO3), C[C@@H]1N(CCN(C1)C1=NN=C(C2=CC=CC=C12)C1=CC=CC=C1)C(=O)OC(C)(C)C ((S)-tert-butyl 2-methyl-4-(4-phenylphthalazin-1-yl)piperazine-1-carboxylate), C(=O)(O)[O-].[Na+] (NaHCO3), FC(C(=O)O)(F)F (Trifluoroacetic acid). The solvent is ClCCl (dichloromethane). Conditions: time 1.5 hour. Product: C[C@H]1CN(CCN1)C1=NN=C(C2=CC=CC=C12)C1=CC=CC=C1 ((S)-1-(3-methylpiperazin-1-yl)-4-phenylphthalazine). Reaction SMILES: [CH3:1][C@H:2]1[CH2:7][N:6]([C:8]2[C:17]3[C:12](=[CH:13][CH:14]=[CH:15][CH:16]=3)[C:11]([C:18]3[CH:23]=[CH:22][CH:21]=[CH:20][CH:19]=3)=[N:10][N:9]=2)[CH2:5][CH2:4][N:3]1C(OC(C)(C)C)=O.FC(F)(F)C(O)=O.C([O-])(O)=O.[Na+]>ClCCl>[CH3:1][C@@H:2]1[NH:3][CH2:4][CH2:5][N:6]([C:8]2[C:17]3[C:12](=[CH:13][CH:14]=[CH:15][CH:16]=3)[C:11]([C:18]3[CH:23]=[CH:22][CH:21]=[CH:20][CH:19]=3)=[N:10][N:9]=2)[CH2:7]1 |f:2.3|. Procedure details: (S)-tert-butyl 2-methyl-4-(4-phenylphthalazin-1-yl)piperazine-1-carboxylate (2.05 g, 5.07 mmol) was dissolved in dichloromethane (75 mL). Trifluoroacetic acid (15 mL) was added and the reaction stirred at rt for 1.5 hours. The reaction was added to saturated NaHCO3 (150 mL) and neutralized by the portion wise addition of solid NaHCO3. The layers were separated and the aqueous phase was extracted twice with dichloromethane. The combined organics were dried (MgSO4) and evaporated to give a pale ye... Starting materials: COC1=CC=C(C=C1)S(=O)(=O)N1C(CNC2=C(C1)C=CC=C2)C(=O)OC (methyl 4-(4-methoxybenzenesulfonyl)-2,3,4,5-tetrahydro-1H-[1,4]benzodiazepine-3-carboxylate), CC1=NN(C=C1)C1=CC(=C(C(=O)Cl)C=C1)Cl (4-(3-methyl-1-pyrazolyl)-2-chlorobenzoyl chloride). Yields the product COC1=CC=C(C=C1)S(=O)(=O)N1C(CN(C2=C(C1)C=CC=C2)C(=O)C2=C(C=C(C=C2)N2N=C(C=C2)C)Cl)C(=O)OC (methyl 4-(4-methoxybenzenesulfonyl)-1-[2-chloro-4-(3-methyl-1-pyrazolyl)phenylcarbonyl]-2,3,4,5-tetrahydro-1H-[1,4]benzodiazepine-3-carboxylate). RXN SMILES: [CH3:1][O:2][C:3]1[CH:8]=[CH:7][C:6]([S:9]([N:12]2[CH2:18][C:17]3[CH:19]=[CH:20][CH:21]=[CH:22][C:16]=3[NH:15][CH2:14][CH:13]2[C:23]([O:25][CH3:26])=[O:24])(=[O:11])=[O:10])=[CH:5][CH:4]=1.[CH3:27][C:28]1[CH:32]=[CH:31][N:30]([C:33]2[CH:41]=[CH:40][C:36]([C:37](Cl)=[O:38])=[C:35]([Cl:42])[CH:34]=2)[N:29]=1>>[CH3:1][O:2][C:3]1[CH:8]=[CH:7][C:6]([S:9]([N:12]2[CH2:18][C:17]3[CH:19]=[CH:20][CH:21]=[CH:22][C:16]=3[N:15]([C:37]([C:36]3[CH:40]=[CH:41][C:33]([N:30]4[CH:31]=[CH:32][C:28]([CH3:27])=[N:29]4)=[CH:34][C:35]=3[Cl:42])=[O:38])[CH2:14][CH:13]2[C:23]([O:25][CH3:26])=[O:24])(=[O:10])=[O:11])=[CH:5][CH:4]=1. Procedure details: As described in Example 65, methyl 4-(4-methoxybenzenesulfonyl)-2,3,4,5-tetrahydro-1H-[1,4]benzodiazepine-3-carboxylate was reacted with 4-(3-methyl-1-pyrazolyl)-2-chlorobenzoyl chloride to give methyl 4-(4-methoxybenzenesulfonyl)-1-[2-chloro-4-(3-methyl-1-pyrazolyl)phenylcarbonyl]-2,3,4,5-tetrahydro-1H-[1,4]benzodiazepine-3-carboxylate as a white solid. Anal. for C29H27ClN4O6S: Calc'd: C, 58.3; H, 4.6; N, 9.4. Found: C, 58.2; H, 4.9; N, 8.9. Starting materials: [C-]1(C=CC=C1)C=O.[CH-]1C=CC=C1.[Fe+2] (Ferrocenaldehyde), CC(=O)[C-]1C=CC=C1.[CH-]1C=CC=C1.[Fe+2] (ferrocenyl methyl ketone), C(C=C)Br (allyl bromide), [C-]1(C=CC=C1)C(CC=C)O.[CH-]1C=CC=C1.[Fe+2] (1-ferrocenyl-3-buten-1-ol). Reagents/catalysts: [Mg] (magnesium). The solvent is CCOCC (ether). Product: [C-]1(C=CC=C1)C=CC=C.[CH-]1C=CC=C1.[Fe+2] (ferrocenyl-1,3-butadiene). As a reaction SMILES: [C-:1]1(C=O)[CH:5]=[CH:4][CH:3]=[CH:2]1.[CH-]1C=CC=C1.[Fe+2:13].CC([C-]1C=CC=C1)=O.[CH-]1C=CC=C1.[Fe+2].C(Br)C=C.[C-:32]1([CH:37](O)[CH2:38][CH:39]=[CH2:40])[CH:36]=[CH:35][CH:34]=[CH:33]1.[CH-]1C=CC=C1.[Fe+2]>CCOCC.[Mg]>[C-:32]1([CH:37]=[CH:38][CH:39]=[CH2:40])[CH:36]=[CH:35][CH:34]=[CH:33]1.[CH-:1]1[CH:5]=[CH:4][CH:3]=[CH:2]1.[Fe+2:13] |f:0.1.2,3.4.5,7.8.9,12.13.14|. Procedure details: Ferrocenaldehyde or ferrocenyl methyl ketone and allyl bromide are reacted in an ether solvent and in the presence of magnesium metal as a catalyst. The liquid portion of the reaction mixture is introduced into a silica gel column, wherein the weak acidity of the silica gel is able to dehydrate the reaction intermediate 1-ferrocenyl-3-buten-1-ol product. The column is eluted with n-hexane, and after evaporating the solvent from the eluate collected, a purified ferrocenyl-1,3-butadiene product is... Reactants: FC=1C=C(CC2=NN=C(S2)NC(=O)C2=CC=C(OC3CCC(CC3)C(=O)OC)C=C2)C=C(C1)F (methyl 4-{4-[5-(3,5-difluorobenzyl)[1.3.4]thiadiazol-2-ylcarbamoyl]phenoxy}-cyclohexanecarboxylate), O.[OH-].[Li+] (lithium hydroxide monohydrate). Solvent: 1/1, C1CCOC1.CO (THF methanol). Conditions: time 16 hour. Product: FC=1C=C(CC2=NN=C(S2)NC(=O)C2=CC=C(O[C@H]3CC[C@H](CC3)C(=O)O)C=C2)C=C(C1)F (cis-4-{4-[5-(3,5-difluorobenzyl)[1.3.4]thiadiazol-2-ylcarbamoyl]phenoxy}cyclohexanecarboxylic acid). Isolated yield 78.2%. RXN SMILES: [F:1][C:2]1[CH:3]=[C:4]([CH:31]=[C:32]([F:34])[CH:33]=1)[CH2:5][C:6]1[S:10][C:9]([NH:11][C:12]([C:14]2[CH:30]=[CH:29][C:17]([O:18][CH:19]3[CH2:24][CH2:23][CH:22]([C:25]([O:27]C)=[O:26])[CH2:21][CH2:20]3)=[CH:16][CH:15]=2)=[O:13])=[N:8][N:7]=1.O.[OH-].[Li+]>C1COCC1.CO>[F:34][C:32]1[CH:31]=[C:4]([CH:3]=[C:2]([F:1])[CH:33]=1)[CH2:5][C:6]1[S:10][C:9]([NH:11][C:12]([C:14]2[CH:30]=[CH:29][C:17]([O:18][C@@H:19]3[CH2:20][CH2:21][C@H:22]([C:25]([OH:27])=[O:26])[CH2:23][CH2:24]3)=[CH:16][CH:15]=2)=[O:13])=[N:8][N:7]=1 |f:1.2.3,4.5|. Procedure: 1.5 g of methyl 4-{4-[5-(3,5-difluorobenzyl)[1.3.4]thiadiazol-2-ylcarbamoyl]phenoxy}-cyclohexanecarboxylate (3.08 mmol, 1 eq.) are dissolved in 20 mL of a 1/1 mixture of THF/methanol. 0.258 g of lithium hydroxide monohydrate (6.15 mmol; 2 eq.) is added with stirring. After 16 hours at room temperature, the reaction medium is evaporated, diluted with water, and aqueous 6% sulfur dioxide solution is added. The precipitate is filtered off and washed with water. The residue is then triturated and fi...